Dataset: the Open Reaction Database (ORD), a public repository of structured organic reaction records. Task: describe an organic reaction: reactants, conditions, products, and yield The reactants are CCCCP(CCCC)CCCC, Cc1cc(OC2CCCCO2)ccc1-c1cccc(CO)c1, Cc1ccccc1, CCCCCC, O=C(N=NC(=O)N1CCCCC1)N1CCCCC1, COC(=O)CCc1ccc(O)cc1. Yields the product COC(=O)CCc1ccc(OCc2cccc(-c3ccc(OC4CCCCO4)cc3C)c2)cc1. RXN SMILES: [CH2:36]([P:37]([CH2:38][CH2:39][CH2:40][CH3:41])[CH2:42][CH2:43][CH2:44][CH3:45])[CH2:46][CH2:47][CH3:48].[CH3:14][c:15]1[c:16](-[c:28]2[cH:29][c:30]([CH2:34][OH:35])[cH:31][cH:32][cH:33]2)[cH:17][cH:18][c:19]([O:21][CH:22]2[O:23][CH2:24][CH2:25][CH2:26][CH2:27]2)[cH:20]1.[CH3:67][c:68]1[cH:69][cH:70][cH:71][cH:72][cH:73]1.[CH3:74][CH2:75][CH2:76][CH2:77][CH2:78][CH3:79].[N:49]([C:50]([N:51]1[CH2:52][CH2:53][CH2:54][CH2:55][CH2:56]1)=[O:57])=[N:58][C:59]([N:60]1[CH2:61][CH2:62][CH2:63][CH2:64][CH2:65]1)=[O:66].[OH:1][c:2]1[cH:3][cH:4][c:5]([CH2:8][CH2:9][C:10](=[O:11])[O:12][CH3:13])[cH:6][cH:7]1>>[O:1]([c:2]1[cH:3][cH:4][c:5]([CH2:8][CH2:9][C:10](=[O:11])[O:12][CH3:13])[cH:6][cH:7]1)[CH2:34][c:30]1[cH:29][c:28](-[c:16]2[c:15]([CH3:14])[cH:20][c:19]([O:21][CH:22]3[O:23][CH2:24][CH2:25][CH2:26][CH2:27]3)[cH:18][cH:17]2)[cH:33][cH:32][cH:31]1.